Dataset: the Open Reaction Database (ORD), a public repository of structured organic reaction records. Task: describe an organic reaction: reactants, conditions, products, and yield The solvent is CC(C)O (2-propanol). Reagents/catalysts: [Cu](I)I (copper iodide). Isolated yield 31.7%. Product: BrC=1C=CC(=NC1)SC=1C=NC(=CC1)Cl (5-bromo-2-((6-chloro-3-pyridinyl)sulfanyl)pyridine). Run at temperature 80 celsius. The reactants are BrC=1C=CC(=NC1)S (5-Bromo-2-pyridinethiol), ClC1=NC=C(C=C1)I (2-chloro-5-iodopyridine), C([O-])([O-])=O.[K+].[K+] (potassium carbonate), C(CO)O (ethylene glycol). Reaction SMILES: [Br:1][C:2]1[CH:3]=[CH:4][C:5]([SH:8])=[N:6][CH:7]=1.[Cl:9][C:10]1[CH:15]=[CH:14][C:13](I)=[CH:12][N:11]=1.C(=O)([O-])[O-].[K+].[K+].C(O)CO>[Cu](I)I.CC(O)C>[Br:1][C:2]1[CH:3]=[CH:4][C:5]([S:8][C:13]2[CH:12]=[N:11][C:10]([Cl:9])=[CH:15][CH:14]=2)=[N:6][CH:7]=1 |f:2.3.4|. Procedure: 5-Bromo-2-pyridinethiol (633 mg, 3.33 mmol, Combi-Blocks, Inc., San Diego, Calif.), 2-chloro-5-iodopyridine (798 mg, 3.33 mmol, Sigma-Aldrich, St. Louis, Mo.), copper iodide (32 mg, 0.17 mmol, Strem Chemical Inc, Newburyport, Mass.), potassium carbonate (921 mg, 6.67 mmol), ethylene glycol (0.37 mL, 6.67 mmol), and 2-propanol (8 mL) were added to a reaction vial. The vial was sealed, purged with nitrogen for several minutes, and heated at 80° C. for 16 h. After cooling to room temperature, the s... Yields the product Cc1ccc(CCl)cc1NC(=O)c1ccc(Nc2nc(-c3ccccc3)c3ccccc3n2)cc1. Starting materials: ClCCl, Cc1ccc(CO)cc1NC(=O)c1ccc(Nc2nc(-c3ccccc3)c3ccccc3n2)cc1, O=S(Cl)Cl. Reaction SMILES: [Cl:40][CH2:41][Cl:42].[OH:1][CH2:2][c:3]1[cH:4][cH:5][c:6]([CH3:35])[c:7]([NH:9][C:10]([c:11]2[cH:12][cH:13][c:14]([NH:17][c:18]3[n:19][c:20]4[cH:21][cH:22][cH:23][cH:24][c:25]4[c:26](-[c:28]4[cH:29][cH:30][cH:31][cH:32][cH:33]4)[n:27]3)[cH:15][cH:16]2)=[O:34])[cH:8]1.[S:36]([Cl:37])([Cl:38])=[O:39]>>[CH2:2]([c:3]1[cH:4][cH:5][c:6]([CH3:35])[c:7]([NH:9][C:10]([c:11]2[cH:12][cH:13][c:14]([NH:17][c:18]3[n:19][c:20]4[cH:21][cH:22][cH:23][cH:24][c:25]4[c:26](-[c:28]4[cH:29][cH:30][cH:31][cH:32][cH:33]4)[n:27]3)[cH:15][cH:16]2)=[O:34])[cH:8]1)[Cl:38].